From a dataset of the Open Reaction Database (ORD), a public repository of structured organic reaction records. describe an organic reaction: reactants, conditions, products, and yield Starting materials: Clc1cc(Cl)c(CBr)c(Br)c1, CC(=O)[O-], CC(=O)O, [Na+]. Product: OCc1c(Cl)cc(Cl)cc1Br. RXN SMILES: [Br:1][c:2]1[c:3]([CH2:4][Br:5])[c:6]([Cl:11])[cH:7][c:8]([Cl:10])[cH:9]1.[CH3:13][C:14]([O-:15])=[O:16].[CH3:17][C:18](=[O:19])[OH:20].[Na+:12]>>[Br:1][c:2]1[c:3]([CH2:4][OH:15])[c:6]([Cl:11])[cH:7][c:8]([Cl:10])[cH:9]1. Starting materials: CC(=O)C1=CC=C(C=C1)[N+](=O)[O-] (P-Nitroacetophenone), [OH-].[Na+] (sodium hydroxide), C(OCC)(OCC)OCC (triethyl orthoformate), C1(=CC=C(C=C1)S(=O)(=O)O)C (p-toluenesulfonic acid). The solvent is C(Cl)Cl (methylene chloride), C(CO)O (ethylene glycol). Yields the product CC1(OCCO1)C1=CC=C(C=C1)[N+](=O)[O-] (2-methyl-2-(4-nitrophenyl)-1,3 dioxolane). RXN SMILES: [CH3:1][C:2]([C:4]1[CH:9]=[CH:8][C:7]([N+:10]([O-:12])=[O:11])=[CH:6][CH:5]=1)=[O:3].C(OCC)(OCC)[O:14][CH2:15][CH3:16].C1(C)C=CC(S(O)(=O)=O)=CC=1.[OH-].[Na+]>C(Cl)Cl.C(O)CO>[CH3:1][C:2]1([C:4]2[CH:5]=[CH:6][C:7]([N+:10]([O-:12])=[O:11])=[CH:8][CH:9]=2)[O:14][CH2:15][CH2:16][O:3]1 |f:3.4|. Procedure: P-Nitroacetophenone (1.65 g, 10 m mol), ethylene glycol (5 ml, 89 m mol), triethyl orthoformate (2.96 g, 20 m mol), and p-toluenesulfonic acid (0.086 g, 0.5 m mol) were combined in methylene chloride (4 ml). The solution was heated with an oil bath (50°-70° C., 6 hrs), cooled to room temperature, and poured into excess 10% sodium hydroxide solution. The phases were separated and the aqueous phase was extracted twice with methylene chloride. The combined organic phase was washed three times with ... The reactants are ClC1=NC=NC2=CC(=C(C=C12)OC)OCCCl (4-chloro-7-(2-chloroethoxy)-6-methoxyquinazoline), CC=1NC2=CC=C(C=C2C1C)O (2,3-dimethyl-5-hydroxyindole), C([O-])([O-])=O.[K+].[K+] (potassium carbonate). Solvent: CN(C)C=O (DMF). Run at temperature 90 celsius. The product is ClCCOC1=C(C=C2C(=NC=NC2=C1)OC=1C=C2C(=C(NC2=CC1)C)C)OC (7-(2-chloroethoxy)-4-[(2,3-dimethyl-1H-indol-5-yl)oxy]-6-methoxyquinazoline). The yield is 67.3%. RXN SMILES: Cl[C:2]1[C:11]2[C:6](=[CH:7][C:8]([O:14][CH2:15][CH2:16][Cl:17])=[C:9]([O:12][CH3:13])[CH:10]=2)[N:5]=[CH:4][N:3]=1.[CH3:18][C:19]1[NH:20][C:21]2[C:26]([C:27]=1[CH3:28])=[CH:25][C:24]([OH:29])=[CH:23][CH:22]=2.C(=O)([O-])[O-].[K+].[K+]>CN(C=O)C>[Cl:17][CH2:16][CH2:15][O:14][C:8]1[CH:7]=[C:6]2[C:11]([C:2]([O:29][C:24]3[CH:25]=[C:26]4[C:21](=[CH:22][CH:23]=3)[NH:20][C:19]([CH3:18])=[C:27]4[CH3:28])=[N:3][CH:4]=[N:5]2)=[CH:10][C:9]=1[O:12][CH3:13] |f:2.3.4|. Procedure details: A mixture of 4-chloro-7-(2-chloroethoxy)-6-methoxyquinazoline (5.0 g), prepared as described in Example 7, 2,3-dimethyl-5-hydroxyindole (3.5 g), (Arch. Pharm. 1972, 305, 159), and potassium carbonate (4.0 g) in DMF (70 ml) was stirred and heated at 90° C. for 3 hours. The mixture was filtrated and the solvent was removed by evaporation under vacuum. The residue was purified by column chromatography on silica using the solvent mixture dichloromethane/ethyl acetate/methanol (50/48/2). The solvent ... As a reaction SMILES: [CH2:1]([CH2:2][CH2:3][CH3:4])[n:5]1[c:6](=[O:26])[n:7]([CH2:22][CH2:23][CH2:24][CH3:25])[c:8]2[n:9][c:10]([C:18](=[O:19])[O:20][CH3:21])[n:11]([CH2:15][CH:16]=[CH2:17])[c:12]2[c:13]1=[O:14].[CH3:30][CH2:31][O:32][C:33]([CH3:34])=[O:35].[CH3:36][OH:37].[ClH:29].[Li+:28].[OH-:27].[OH2:38]>>[CH2:1]([CH2:2][CH2:3][CH3:4])[n:5]1[c:6](=[O:26])[n:7]([CH2:22][CH2:23][CH2:24][CH3:25])[c:8]2[n:9][c:10]([C:18](=[O:19])[OH:20])[n:11]([CH2:15][CH:16]=[CH2:17])[c:12]2[c:13]1=[O:14]. The product is C=CCn1c(C(=O)O)nc2c1c(=O)n(CCCC)c(=O)n2CCCC. The reactants are C=CCn1c(C(=O)OC)nc2c1c(=O)n(CCCC)c(=O)n2CCCC, CCOC(C)=O, CO, Cl, [Li+], [OH-], O. The reactants are ClC=1C=NC2=CC=C(C=C2N1)C(=O)N(C)OC (3-chloro-N-methoxy-N-methylquinoxaline-6-carboxamide), ClC1=CC=C(C=C1)B(O)O ((4-chlorophenyl)boronic acid), C(=O)([O-])[O-].[Na+].[Na+] (Na2CO3). Solvent: O1CCOCC1 (dioxane), O (water). Reaction conditions: temperature 80 celsius. Product: ClC1=CC=C(C=C1)C=1C=NC2=CC=C(C=C2N1)C(=O)N(C)OC (3-(4-chlorophenyl)-N-methoxy-N-methylquinoxaline-6-carboxamide). The yield is 61.0%. Reaction SMILES: Cl[C:2]1[CH:3]=[N:4][C:5]2[C:10]([N:11]=1)=[CH:9][C:8]([C:12]([N:14]([O:16][CH3:17])[CH3:15])=[O:13])=[CH:7][CH:6]=2.[Cl:18][C:19]1[CH:24]=[CH:23][C:22](B(O)O)=[CH:21][CH:20]=1.C([O-])([O-])=O.[Na+].[Na+]>O1CCOCC1.O>[Cl:18][C:19]1[CH:24]=[CH:23][C:22]([C:2]2[CH:3]=[N:4][C:5]3[C:10]([N:11]=2)=[CH:9][C:8]([C:12]([N:14]([O:16][CH3:17])[CH3:15])=[O:13])=[CH:7][CH:6]=3)=[CH:21][CH:20]=1 |f:2.3.4|. Procedure: A mixture of 3-chloro-N-methoxy-N-methylquinoxaline-6-carboxamide (5 g, 0.02 mol, 1.0 eq.), (4-chlorophenyl)boronic acid (3.43 g, 0.022 mol, 1.1 eq.) Pd(dppf)2C12 (816 mg, 0.001 mol, 0.05 eq.) and Na2CO3 (4.24 g, 0.04 mol, 2.0 eq.) in dioxane and water (90 mL/10 mL) was heated at 80° C. for 4 hs under N2 protection, then cooled and concentrated. The resulting residue was purified by flash column chromatography (PE/EA=4/1, v/v) to afford 3-(4-chlorophenyl)-N-methoxy-N-methylquinoxaline-6-carboxam... Reactants: O1COC2=C1C=CC(=C2)C=2C(OC(C2CC2=CC(=C(C(=C2)OC)OC)OC)(C2=CC=C(C=C2)OC)O)=O (3-benzo[1,3]dioxol-5-yl-5-hydroxy-5-(4-methoxyphenyl)-4-(3,4,5-trimethoxy-benzyl)-5H-furan-2-one), C1(=CC=CC2=CC=CC=C12)[C@H](C)N=C=O ((S)-1-(1-naphthyl)ethyl isocyanate). The reagents and catalysts are CN(C1=CC=NC=C1)C (4-dimethylaminopyridine). Solvent: ClCCl (dichloromethane). Yields the product O1COC2=C1C=CC(=C2)C2=C(C(OC2=O)(C2=CC=C(C=C2)OC)OC(NC(C)C2=CC=CC1=CC=CC=C21)=O)CC2=CC(=C(C(=C2)OC)OC)OC ((1-Naphthalen-1-yl-ethyl)-carbamic acid-4-benzo[1,3]dioxol-5-yl-2-(4-methoxy-phenyl)-5-oxo-3-(3,4,5-trimethoxy-benzyl)-2,5-dihydro-furan-2-yl ester). RXN SMILES: [O:1]1[C:5]2[CH:6]=[CH:7][C:8]([C:10]3[C:11](=[O:37])[O:12][C:13]([OH:36])([C:28]4[CH:33]=[CH:32][C:31]([O:34][CH3:35])=[CH:30][CH:29]=4)[C:14]=3[CH2:15][C:16]3[CH:21]=[C:20]([O:22][CH3:23])[C:19]([O:24][CH3:25])=[C:18]([O:26][CH3:27])[CH:17]=3)=[CH:9][C:4]=2[O:3][CH2:2]1.[C:38]1([C@@H:48]([N:50]=[C:51]=[O:52])[CH3:49])[C:47]2[C:42](=[CH:43][CH:44]=[CH:45][CH:46]=2)[CH:41]=[CH:40][CH:39]=1>CN(C)C1C=CN=CC=1.ClCCl>[O:1]1[C:5]2[CH:6]=[CH:7][C:8]([C:10]3[C:11](=[O:37])[O:12][C:13]([O:36][C:51](=[O:52])[NH:50][CH:48]([C:38]4[C:47]5[C:42](=[CH:43][CH:44]=[CH:45][CH:46]=5)[CH:41]=[CH:40][CH:39]=4)[CH3:49])([C:28]4[CH:29]=[CH:30][C:31]([O:34][CH3:35])=[CH:32][CH:33]=4)[C:14]=3[CH2:15][C:16]3[CH:17]=[C:18]([O:26][CH3:27])[C:19]([O:24][CH3:25])=[C:20]([O:22][CH3:23])[CH:21]=3)=[CH:9][C:4]=2[O:3][CH2:2]1. Procedure details: To 15 mL dichloromethane was added 3-benzo[1,3]dioxol-5-yl-5-hydroxy-5-(4-methoxyphenyl)-4-(3,4,5-trimethoxy-benzyl)-5H-furan-2-one 1.00 g (1.98 mmol) and stirred to dissolve. To this was added (S)-1-(1-naphthyl)ethyl isocyanate 414 mg (2.1 mmol) and a catalytic amount of 4-dimethylaminopyridine 20 mg (0.164 mmol). The mixture was stirred at room temperature for 24 hours. The solution was washed with 50 mL water and 50 mL brine, and the organic phase was separated and dried over magnesium sulfat... Starting materials: BrC1=C2C3(C(NC2=CC=C1)=O)C1=C(OC3)C=C3OCCC3=C1 (4′-bromo-5,6-dihydrospiro[benzo[1,2-b:5,4-b′]difuran-3,3′-indol]-2′(1′H)-one), BrCC1OCCCC1 (2-(bromomethyl)tetrahydro-2H-pyran), N1C(C2(C3=CC=CC=C13)C1=C(OC2)C=C2OCCC2=C1)=O (5,6-dihydrospiro[benzo[1,2-b:5,4-b′]difuran-3,3′-indol]-2′(1′H)-one), CC1=CC=C(C=C1)S(=O)(=O)OC[C@@H]1OCCC1 ((R)-(tetrahydrofuran-2-yl)methyl 4-methylbenzenesulfonate). Product: BrC1=C2C3(C(N(C2=CC=C1)C[C@@H]1OCCC1)=O)C1=C(OC3)C=C3OCCC3=C1 (4′-bromo-1′-[(2R)-tetrahydrofuran-2-ylmethyl]-5,6-dihydrospiro[benzo[1,2-b:5,4-b′]difuran-3,3′-indol]-2′(1′H)-one). As a reaction SMILES: [Br:1][C:2]1[CH:10]=[CH:9][CH:8]=[C:7]2[C:3]=1[C:4]1([CH2:15][O:14][C:13]3[CH:16]=[C:17]4[C:21](=[CH:22][C:12]1=3)[CH2:20][CH2:19][O:18]4)[C:5](=[O:11])[NH:6]2.N1C2C(=CC=CC=2)[C:25]2([CH2:35][O:34][C:33]3[CH:36]=C4C(=C[C:32]2=3)CCO4)C1=O.CC1C=CC(S(OC[C@H]2CCCO2)(=O)=O)=CC=1.BrCC1CCCCO1>>[Br:1][C:2]1[CH:10]=[CH:9][CH:8]=[C:7]2[C:3]=1[C:4]1([CH2:15][O:14][C:13]3[CH:16]=[C:17]4[C:21](=[CH:22][C:12]1=3)[CH2:20][CH2:19][O:18]4)[C:5](=[O:11])[N:6]2[CH2:36][C@H:33]1[CH2:32][CH2:25][CH2:35][O:34]1. Reported procedure: Following the procedure as described in EXAMPLE 4 and making non-critical variations using 4′-bromo-5,6-dihydrospiro[benzo[1,2-b:5,4-b′]difuran-3,3′-indol]-2′(1′H)-one to replace 5,6-dihydrospiro[benzo[1,2-b:5,4-b′]difuran-3,3′-indol]-2′(1′H)-one, and (R)-(tetrahydrofuran-2-yl)methyl 4-methylbenzenesulfonate to replace 2-(bromomethyl)tetrahydro-2H-pyran, 4′-bromo-1′-[(2R)-tetrahydrofuran-2-ylmethyl]-5,6-dihydrospiro[benzo[1,2-b:5,4-b′]difuran-3,3′-indol]-2′(1′H)-one was obtained (75%) as a color...